This data is from the Open Reaction Database (ORD), a public repository of structured organic reaction records. The task is: describe an organic reaction: reactants, conditions, products, and yield As a reaction SMILES: [CH:1]([NH:3][C@@H:4]1[C:9](=[O:10])[O:8][C:6](=[O:7])[CH2:5]1)=[O:2].C([O-])(=O)C.[Na+].Cl.[CH3:17][O:18][C:19](=[O:29])[C@H:20]([CH2:22][C:23]1[CH:28]=[CH:27][CH:26]=[CH:25][CH:24]=1)[NH2:21]>C(Cl)Cl>[CH3:17][O:18][C:19](=[O:29])[C@H:20]([CH2:22][C:23]1[CH:28]=[CH:27][CH:26]=[CH:25][CH:24]=1)[NH:21][C:6](=[O:7])[CH2:5][C@@H:4]([C:9]([OH:8])=[O:10])[NH:3][CH:1]=[O:2] |f:1.2,3.4|. The solvent is C(Cl)Cl (methylenechloride). The reactants are C(=O)N[C@H]1CC(=O)OC1=O (N-formyl-L-aspartic anhydride), C(C)(=O)[O-].[Na+] (sodium acetate), Cl.COC([C@@H](N)CC1=CC=CC=C1)=O (L-phenylalanine methyl ester hydrochloride). Procedure details: In 179.4 g of methylenechloride, 14.3 g (0.1 mole) of N-formyl-L-aspartic anhydride was suspended, and 9.2 g (0.11 mole) of sodium acetate was added at 20°-25° C. with stirring, and 21.6 g (0.1 mole) of L-phenylalanine methyl ester hydrochloride was added at the same temperature during 30 minutes. The mixture was reacted for 5 hours with stirring at the same temperature. Precipitated crystals were filtered, washed and dried. Crystals of a mixture of N-formyl-α-L-aspartyl-L-phenylalanine methyl e... The product is COC([C@@H](NC(C[C@H](NC=O)C(=O)O)=O)CC1=CC=CC=C1)=O (N-formyl-β-L-aspartyl-L-phenylalanine methyl ester).